Task: describe an organic reaction: reactants, conditions, products, and yield. Dataset: the Open Reaction Database (ORD), a public repository of structured organic reaction records Reactants: C=O, CCO, Fc1ccc(-c2c[nH]cn2)cc1, O. The product is OCn1cnc(-c2ccc(F)cc2)c1. Reaction SMILES: [CH2:13]=[O:14].[CH3:16][CH2:17][OH:18].[F:1][c:2]1[cH:3][cH:4][c:5](-[c:8]2[n:9][cH:10][nH:11][cH:12]2)[cH:6][cH:7]1.[OH2:15]>>[F:1][c:2]1[cH:3][cH:4][c:5](-[c:8]2[n:9][cH:10][n:11]([CH2:13][OH:14])[cH:12]2)[cH:6][cH:7]1.